From a dataset of the Open Reaction Database (ORD), a public repository of structured organic reaction records. describe an organic reaction: reactants, conditions, products, and yield Reactants: CCN=C=NCCCN(C)C, CC#N, Cl, NC(Cc1cccc(OC(F)(F)C(F)F)c1)C(O)c1cccc(Cl)c1, O, O, On1nnc2ccccc21, O=C(O)c1cccc2c1C=CCCC2. The product is O=C(NC(Cc1cccc(OC(F)(F)C(F)F)c1)C(O)c1cccc(Cl)c1)c1cccc2c1C=CCCC2. RXN SMILES: [CH2:41]([N:42]=[C:43]=[N:44][CH2:45][CH2:46][CH2:47][N:48]([CH3:49])[CH3:50])[CH3:51].[CH3:63][C:64]#[N:65].[ClH:40].[NH2:1][CH:2]([CH:3]([OH:4])[c:5]1[cH:6][c:7]([Cl:11])[cH:8][cH:9][cH:10]1)[CH2:12][c:13]1[cH:14][c:15]([O:19][C:20]([CH:21]([F:22])[F:23])([F:24])[F:25])[cH:16][cH:17][cH:18]1.[OH2:52].[OH2:66].[OH:53][n:54]1[c:55]2[cH:56][cH:57][cH:58][cH:59][c:60]2[n:61][n:62]1.[c:26]1([C:37](=[O:38])[OH:39])[cH:27][cH:28][cH:29][c:30]2[c:31]1[CH:32]=[CH:33][CH2:34][CH2:35][CH2:36]2>>[NH:1]([CH:2]([CH:3]([OH:4])[c:5]1[cH:6][c:7]([Cl:11])[cH:8][cH:9][cH:10]1)[CH2:12][c:13]1[cH:14][c:15]([O:19][C:20]([CH:21]([F:22])[F:23])([F:24])[F:25])[cH:16][cH:17][cH:18]1)[C:37]([c:26]1[cH:27][cH:28][cH:29][c:30]2[c:31]1[CH:32]=[CH:33][CH2:34][CH2:35][CH2:36]2)=[O:38].